From a dataset of the Open Reaction Database (ORD), a public repository of structured organic reaction records. describe an organic reaction: reactants, conditions, products, and yield Reactants: CCCCOc1c(CNC(=O)OC(C)(C)C)n(CC(C)C)c(=O)c2ccc(-c3nc(C)c(C(=O)O)s3)cc12, CCOC(C)=O, Cl. Yields the product CCCCOc1c(CN)n(CC(C)C)c(=O)c2ccc(-c3nc(C)c(C(=O)O)s3)cc12, Cl. RXN SMILES: [CH2:1]([CH2:2][CH2:3][CH3:4])[O:5][c:6]1[c:7]([CH2:30][NH:31][C:32]([O:33][C:34]([CH3:35])([CH3:36])[CH3:37])=[O:38])[n:8]([CH2:26][CH:27]([CH3:28])[CH3:29])[c:9](=[O:25])[c:10]2[cH:11][cH:12][c:13](-[c:16]3[s:17][c:18]([C:22](=[O:23])[OH:24])[c:19]([CH3:21])[n:20]3)[cH:14][c:15]12.[CH3:40][CH2:41][O:42][C:43](=[O:44])[CH3:45].[ClH:39]>>[CH2:1]([CH2:2][CH2:3][CH3:4])[O:5][c:6]1[c:7]([CH2:30][NH2:31])[n:8]([CH2:26][CH:27]([CH3:28])[CH3:29])[c:9](=[O:25])[c:10]2[cH:11][cH:12][c:13](-[c:16]3[s:17][c:18]([C:22](=[O:23])[OH:24])[c:19]([CH3:21])[n:20]3)[cH:14][c:15]12.[ClH:39].